The task is: describe an organic reaction: reactants, conditions, products, and yield. This data is from the Open Reaction Database (ORD), a public repository of structured organic reaction records. Reactants: BrC1=CC=C(O1)C(=O)OCC (ethyl 5-bromofuran-2-carboxylate), FC(C=1C=C(C=C(C1)C(F)(F)F)B(O)O)(F)F (3,5-bis(trifluoromethyl)phenylboronic acid), C(=O)([O-])[O-].[Na+].[Na+] (Na2CO3). The reagents and catalysts are C=1C=CC(=CC1)[P](C=2C=CC=CC2)(C=3C=CC=CC3)[Pd]([P](C=4C=CC=CC4)(C=5C=CC=CC5)C=6C=CC=CC6)([P](C=7C=CC=CC7)(C=8C=CC=CC8)C=9C=CC=CC9)[P](C=1C=CC=CC1)(C=1C=CC=CC1)C=1C=CC=CC1 (Pd(PPh3)4). Run in O (water), C1=CC=CC=C1 (benzene). Yields the product FC(C=1C=C(C=C(C1)C(F)(F)F)C1=CC=C(O1)C(=O)OCC)(F)F (Ethyl 5-[3,5-bis(trifluoromethyl)phenyl]furan-2-carboxylate). The yield is 37.6%. As a reaction SMILES: Br[C:2]1[O:6][C:5]([C:7]([O:9][CH2:10][CH3:11])=[O:8])=[CH:4][CH:3]=1.[F:12][C:13]([F:28])([F:27])[C:14]1[CH:15]=[C:16](B(O)O)[CH:17]=[C:18]([C:20]([F:23])([F:22])[F:21])[CH:19]=1.C([O-])([O-])=O.[Na+].[Na+]>C1C=CC=CC=1.O.C1C=CC([P]([Pd]([P](C2C=CC=CC=2)(C2C=CC=CC=2)C2C=CC=CC=2)([P](C2C=CC=CC=2)(C2C=CC=CC=2)C2C=CC=CC=2)[P](C2C=CC=CC=2)(C2C=CC=CC=2)C2C=CC=CC=2)(C2C=CC=CC=2)C2C=CC=CC=2)=CC=1>[F:12][C:13]([F:27])([F:28])[C:14]1[CH:15]=[C:16]([C:2]2[O:6][C:5]([C:7]([O:9][CH2:10][CH3:11])=[O:8])=[CH:4][CH:3]=2)[CH:17]=[C:18]([C:20]([F:21])([F:22])[F:23])[CH:19]=1 |f:2.3.4,^1:45,47,66,85|. Procedure: To a solution of ethyl 5-bromofuran-2-carboxylate (100 mg, 0.46 mmol) in benzene (5 mL) were added 3,5-bis(trifluoromethyl)phenylboronic acid (141 mg, 0.55 mmol), 2M Na2CO3 (6860, 1.37 mmol), and catalytic amounts of Pd(PPh3)4 (106 mg, 0.09 mmol). The reaction mixture was refluxed for 6 hrs, diluted with water and extracted with EtOAc. The extracts were washed with brine, dried over anhydrous magnesium sulfate, filtered, and concentrated under reduced pressure. The crude residue was purified by ...